From a dataset of the Open Reaction Database (ORD), a public repository of structured organic reaction records. describe an organic reaction: reactants, conditions, products, and yield Reactants: FC1=CC=C(C=C1)C=1C(=NC2=CC=C(C=C2N1)C(=O)OC)N1CCC(CC1)C1=CC=C(C=C1)OC (methyl 3-(4-fluorophenyl)-2-(4-(4-methoxyphenyl)piperidin-1-yl)quinoxaline-6-carboxylate), [OH-].[Na+] (sodium hydroxide), Cl (hydrochloric acid). Run in O (water), CO (methanol). The product is FC1=CC=C(C=C1)C=1C(=NC2=CC=C(C=C2N1)C(=O)O)N1CCC(CC1)C1=CC=C(C=C1)OC (3-(4-Fluorophenyl)-2-(4-(4-methoxyphenyl)piperidin-1-yl)quinoxaline-6-carboxylic acid). As a reaction SMILES: [F:1][C:2]1[CH:7]=[CH:6][C:5]([C:8]2[C:9]([N:22]3[CH2:27][CH2:26][CH:25]([C:28]4[CH:33]=[CH:32][C:31]([O:34][CH3:35])=[CH:30][CH:29]=4)[CH2:24][CH2:23]3)=[N:10][C:11]3[C:16]([N:17]=2)=[CH:15][C:14]([C:18]([O:20]C)=[O:19])=[CH:13][CH:12]=3)=[CH:4][CH:3]=1.[OH-].[Na+].Cl>CO.O>[F:1][C:2]1[CH:7]=[CH:6][C:5]([C:8]2[C:9]([N:22]3[CH2:27][CH2:26][CH:25]([C:28]4[CH:29]=[CH:30][C:31]([O:34][CH3:35])=[CH:32][CH:33]=4)[CH2:24][CH2:23]3)=[N:10][C:11]3[C:16]([N:17]=2)=[CH:15][C:14]([C:18]([OH:20])=[O:19])=[CH:13][CH:12]=3)=[CH:4][CH:3]=1 |f:1.2|. Procedure: Into a 50-mL round-bottom flask, was placed a solution of methyl 3-(4-fluorophenyl)-2-(4-(4-methoxyphenyl)piperidin-1-yl)quinoxaline-6-carboxylate (123.9 mg, 0.24 mmol, 1.00 equiv, 93%) in methanol (15 mL). This was followed by the addition of a solution of sodium hydroxide (52.6 mg, 1.31 mmol, 5.00 equiv) in water (3 mL), which was added dropwise with stirring. The resulting solution was stirred for overnight at 50° C. in an oil bath. The pH value of the solution was adjusted to 3-4 with 1N hyd... The reactants are O.C1(=CC=C(C=C1)S(=O)(=O)O)C (p-toluenesulphonic acid monohydrate), C(C(=O)C)C1=C(N2C(C(C2SC1)NC(=O)OC(C)(C)C)=O)C(=O)OC(C1=CC=CC=C1)C1=CC=CC=C1 (3-acetonyl-2-benzhydryloxycarbonyl-7-t-butoxycarbonylamino-8-oxo-5-thia-1-azabicyclo[4.2.0]oct-2-ene). Run in C(C)#N (acetonitrile), C(C)#N (acetonitrile). Conditions: time 30 minute. Product: C(C(=O)C)C1=C(N2C(C(C2SC1)N)=O)C(=O)OC(C1=CC=CC=C1)C1=CC=CC=C1 (3-acetonyl-7-amino-2-benzhydryloxycarbonyl-8-oxo-5-thia-1-azabicyclo[4.2.0]oct-2-ene). As a reaction SMILES: O.C1(C)C=CC(S(O)(=O)=O)=CC=1.[CH2:13]([C:17]1[CH2:24][S:23][CH:22]2[N:19]([C:20](=[O:33])[CH:21]2[NH:25]C(OC(C)(C)C)=O)[C:18]=1[C:34]([O:36][CH:37]([C:44]1[CH:49]=[CH:48][CH:47]=[CH:46][CH:45]=1)[C:38]1[CH:43]=[CH:42][CH:41]=[CH:40][CH:39]=1)=[O:35])[C:14]([CH3:16])=[O:15]>C(#N)C>[CH2:13]([C:17]1[CH2:24][S:23][CH:22]2[N:19]([C:20](=[O:33])[CH:21]2[NH2:25])[C:18]=1[C:34]([O:36][CH:37]([C:44]1[CH:45]=[CH:46][CH:47]=[CH:48][CH:49]=1)[C:38]1[CH:39]=[CH:40][CH:41]=[CH:42][CH:43]=1)=[O:35])[C:14]([CH3:16])=[O:15] |f:0.1|. Procedure: A solution of p-toluenesulphonic acid monohydrate (3.8 g) in acetonitrile (50 cc) is added, in the course of 30 minutes, to a solution of 3-acetonyl-2-benzhydryloxycarbonyl-7-t-butoxycarbonylamino-8-oxo-5-thia-1-azabicyclo[4.2.0]oct-2-ene (5.23 g) in acetonitrile (50 cc) at 40° C. The mixture is kept at 40° C. for 30 minutes and then concentrated under reduced pressure (20 mm Hg; 2.7 kPa) at 40° C. to a volume of about 30 cc. It is diluted with methylene chloride (150 cc) and the solution is was...